From a dataset of the Open Reaction Database (ORD), a public repository of structured organic reaction records. describe an organic reaction: reactants, conditions, products, and yield The reactants are NC1=C(C#N)C(=CC=C1)Br (2-amino-6-bromobenzonitrile), C1(CC1)B(O)O (cyclopropylboronic acid), [O-]P(=O)([O-])[O-].[K+].[K+].[K+] (K3PO4), C1(CCCCC1)P(C1CCCCC1)C1CCCCC1 (tricyclohexylphosphine). The reagents and catalysts are C(C)(=O)[O-].[Pd+2].C(C)(=O)[O-] (palladium (II) acetate). Run in O (water), C1(=CC=CC=C1)C (toluene). The product is NC1=C(C#N)C(=CC=C1)C1CC1 (2-amino-6-cyclopropylbenzonitrile). Isolated yield 62.6%. As a reaction SMILES: [NH2:1][C:2]1[CH:9]=[CH:8][CH:7]=[C:6](Br)[C:3]=1[C:4]#[N:5].[CH:11]1(B(O)O)[CH2:13][CH2:12]1.[O-]P([O-])([O-])=O.[K+].[K+].[K+].C1(P(C2CCCCC2)C2CCCCC2)CCCCC1>C([O-])(=O)C.[Pd+2].C([O-])(=O)C.O.C1(C)C=CC=CC=1>[NH2:1][C:2]1[CH:9]=[CH:8][CH:7]=[C:6]([CH:11]2[CH2:13][CH2:12]2)[C:3]=1[C:4]#[N:5] |f:2.3.4.5,7.8.9|. Procedure details: A 2-5 mL microwave vial containing 2-amino-6-bromobenzonitrile (1.0 eq., 1.0 mmol, 197 mg), cyclopropylboronic acid (1.3 eq., 1.3 mmol, 112 mg), and K3PO4 (3.5 eq., 3.5 mmol, 743 mg) was flushed with nitrogen. To this vial was added toluene (4 mL, Sure-Seal), water (200 μL), tricyclohexylphosphine (0.018 eq., 18.1 mmol, 88% pure, 20% in hexanes, 32 μL), and palladium (II) acetate (0.05 eq. “Pd,” trimer, 0.0167 mmol, 12 mg), all under nitrogen. The reaction vial was flushed with nitrogen, capped ...